This data is from the Open Reaction Database (ORD), a public repository of structured organic reaction records. The task is: describe an organic reaction: reactants, conditions, products, and yield The reactants are N-Ethyl-4-pyridone-2,6-dicarboxylic acid, S(=O)(Cl)Cl (thionyl chloride), COC(C1=NC(=CC(=C1)Cl)Cl)=O (4,6-dichloropicolinic acid methyl ester). Run at temperature 80 celsius. Yields the product ClC1=CC(=NC(=C1)C(=O)OC)C(=O)OC (4-Chloropyridine-2,6-dicarboxylic acid, dimethyl ester). RXN SMILES: S(Cl)(Cl)=O.[CH3:5][O:6][C:7](=[O:16])[C:8]1[CH:13]=[C:12]([Cl:14])[CH:11]=[C:10](Cl)[N:9]=1>>[Cl:14][C:12]1[CH:13]=[C:8]([C:7]([O:6][CH3:5])=[O:16])[N:9]=[C:10]([C:7]([O:6][CH3:5])=[O:16])[CH:11]=1. Procedure: N-Ethyl-4-pyridone-2,6-dicarboxylic acid, prepared in Step A of Example 36, was treated with thionyl chloride and heated at 80° C. as described in the literature. The excess thionyl chloride was removed under reduced pressure and the remaining residue was cooled to 0° C. The product was slowly poured into cold methanol with vigorous stirring. The solvent was then removed in vacuo and the crude product was purified by silica gel column chromatography. Two products were isolated: the higher Rf pro... The reactants are CS(=O)(=O)O, CCOCC, ClCCl, COc1ccc(C2=C(c3ccc(OCc4cn5ccccc5n4)cc3)C(=O)C(C)(C)O2)cc1. Yields the product CS(=O)(=O)O, COc1ccc(C2=C(c3ccc(OCc4cn5ccccc5n4)cc3)C(=O)C(C)(C)O2)cc1. As a reaction SMILES: [CH3:1][S:2]([OH:3])(=[O:4])=[O:5].[CH3:42][CH2:43][O:44][CH2:45][CH3:46].[Cl:39][CH2:40][Cl:41].[n:6]1[c:7]([CH2:15][O:16][c:17]2[cH:18][cH:19][c:20]([C:23]3=[C:27]([c:28]4[cH:29][cH:30][c:31]([O:34][CH3:35])[cH:32][cH:33]4)[O:26][C:25]([CH3:36])([CH3:37])[C:24]3=[O:38])[cH:21][cH:22]2)[cH:8][n:9]2[c:10]1[cH:11][cH:12][cH:13][cH:14]2>>[CH3:1][S:2](=[O:3])(=[O:4])[OH:5].[n:6]1[c:7]([CH2:15][O:16][c:17]2[cH:18][cH:19][c:20]([C:23]3=[C:27]([c:28]4[cH:29][cH:30][c:31]([O:34][CH3:35])[cH:32][cH:33]4)[O:26][C:25]([CH3:36])([CH3:37])[C:24]3=[O:38])[cH:21][cH:22]2)[cH:8][n:9]2[c:10]1[cH:11][cH:12][cH:13][cH:14]2. Starting materials: O=C([O-])[O-], COCCOC, OB(O)c1ccc(C(F)(F)F)cc1, [K+], [K+], N#Cc1cc(Br)ccc1N, O. Product: N#Cc1cc(-c2ccc(C(F)(F)F)cc2)ccc1N. Reaction SMILES: [C:30](=[O:31])([O-:32])[O-:33].[CH2:1]([CH2:2][O:3][CH3:4])[O:5][CH3:6].[F:17][C:18]([c:19]1[cH:20][cH:21][c:22]([B:25]([OH:26])[OH:27])[cH:23][cH:24]1)([F:28])[F:29].[K+:34].[K+:35].[NH2:7][c:8]1[c:9]([C:10]#[N:11])[cH:12][c:13]([Br:16])[cH:14][cH:15]1.[OH2:36]>>[NH2:7][c:8]1[c:9]([C:10]#[N:11])[cH:12][c:13](-[c:22]2[cH:21][cH:20][c:19]([C:18]([F:17])([F:28])[F:29])[cH:24][cH:23]2)[cH:14][cH:15]1. Reactants: CCCCCCCCCCC(CCCCCCCC)CO (STANDAMUL G), stannous oxalate, OO (Hydrogen peroxide), C(C1=CC=CC=C1)(=O)O (Benzoic Acid), C([O-])([O-])=O.[Na+].[Na+] (sodium carbonate), [Cl-].[Na+] (sodium chloride), ester, CCCCCCCCCCC(CCCCCCCC)CO (Octyldodecanol), [BH4-].[Na+] (Sodium borohydride), [OH-].[K+] (KOH). The solvent is O (water). Run at temperature 255 celsius, time 0.5 hour. Product: C(C1=CC=CC=C1)(=O)OC(CCCCCCCCCCC)CCCCCCCC (Octyldodecyl Benzoate). RXN SMILES: [CH3:1][CH2:2][CH2:3][CH2:4][CH2:5][CH2:6][CH2:7][CH2:8][CH2:9][CH2:10][CH:11](CO)[CH2:12][CH2:13][CH2:14][CH2:15][CH2:16][CH2:17][CH2:18][CH3:19].[BH4-].[Na+].[C:24]([OH:32])(=[O:31])[C:25]1[CH:30]=[CH:29][CH:28]=[CH:27][CH:26]=1.[OH-].[K+].[C:35](=O)([O-])[O-].[Na+].[Na+].[Cl-].[Na+].OO>O>[C:24]([O:32][CH:11]([CH2:12][CH2:13][CH2:14][CH2:15][CH2:16][CH2:17][CH2:18][CH3:19])[CH2:10][CH2:9][CH2:8][CH2:7][CH2:6][CH2:5][CH2:4][CH2:3][CH2:2][CH2:1][CH3:35])(=[O:31])[C:25]1[CH:30]=[CH:29][CH:28]=[CH:27][CH:26]=1 |f:1.2,4.5,6.7.8,9.10|. Reported procedure: A mixture of 213 gms. (0.715 moles) of STANDAMUL G from Henkel Co. (Octyldodecanol) and 15 mgms. Sodium borohydride was stirred at room temperature 25° C. under nitrogen. The mixture was then heated and brought to 60° C. and held at 60° C. for 1/2 hour. To this mixture was added 86.40 gms. (0.68 moles) Benzoic Acid and 450 mgms. of stannous oxalate. The reaction mixture was then further heated to 255° C. During the heat-up cycle, distillate was collected, particularly when the reaction mixture r...